Dataset: the Open Reaction Database (ORD), a public repository of structured organic reaction records. Task: describe an organic reaction: reactants, conditions, products, and yield Starting materials: Oc1ccc2ccccc2c1Br, CN(C)c1ccncc1, CC(C)[Si](Cl)(C(C)C)C(C)C, ClCCl, O, c1ccncc1, c1c[nH]cn1. Yields the product CC(C)[Si](Oc1ccc2ccccc2c1Br)(C(C)C)C(C)C. As a reaction SMILES: [Br:1][c:2]1[c:3]([OH:12])[cH:4][cH:5][c:6]2[cH:7][cH:8][cH:9][cH:10][c:11]12.[CH3:35][N:36]([c:37]1[cH:38][cH:39][n:40][cH:41][cH:42]1)[CH3:43].[CH:13]([CH3:14])([CH3:15])[Si:16]([CH:17]([CH3:18])[CH3:19])([CH:20]([CH3:21])[CH3:22])[Cl:23].[Cl:44][CH2:45][Cl:46].[OH2:47].[cH:29]1[cH:30][cH:31][n:32][cH:33][cH:34]1.[nH:24]1[cH:25][cH:26][n:27][cH:28]1>>[Br:1][c:2]1[c:3]([O:12][Si:16]([CH:13]([CH3:14])[CH3:15])([CH:17]([CH3:18])[CH3:19])[CH:20]([CH3:21])[CH3:22])[cH:4][cH:5][c:6]2[cH:7][cH:8][cH:9][cH:10][c:11]12. Starting materials: C(C)(C)(C)OC(=O)NC1=C(C=C(S1)C(=O)OC)NCC(=O)OC (methyl 5-(tert-butoxycarbonylamino)-4-(2-methoxy-2-oxoethylamino)thiophene-2-carboxylate), C(=O)(O)[O-].[Na+] (NaHCO3). Solvent: O1CCOCC1 (dioxane), Cl (HCl), O1CCOCC1 (dioxane). Run at temperature 80 celsius. Product: O=C1C=NC2=C(N1)SC(=C2)C(=O)OC (methyl 3-oxo-3,4-dihydrothieno[2,3-b]pyrazine-6-carboxylate). Isolated yield 99.2%. Reaction SMILES: C(OC([NH:8][C:9]1[S:13][C:12]([C:14]([O:16][CH3:17])=[O:15])=[CH:11][C:10]=1[NH:18][CH2:19][C:20]([O:22]C)=O)=O)(C)(C)C.C([O-])(O)=O.[Na+]>O1CCOCC1.Cl>[O:22]=[C:20]1[NH:8][C:9]2[S:13][C:12]([C:14]([O:16][CH3:17])=[O:15])=[CH:11][C:10]=2[N:18]=[CH:19]1 |f:1.2|. Reported procedure: To a solution of 90 (0.035 mmol, 12 mg) in dioxane (0.5 mL), HCl 4N in dioxane (1.742 mmol, 436 μl) was added and the solution was heated overnight at 80° C. The reaction was neutralized with a saturated solution of NaHCO3 and extracted with CH2Cl2 (2×). The organic layer was dried with phase separator and concentrated to give methyl 3-oxo-3,4-dihydrothieno[2,3-b]pyrazine-6-carboxylate 91 (7.3 mg, 100%). NMR (400 MHz, CDCl3) 3.96 (s, 3H), 8.05 (s, 1H), 8.29 (s, 1H). (m/z)=211 (M+H)+. Reactants: Cc1ccccc1, CCOCC, S=C=Nc1ccc(Cl)cc1, Nc1ncccc1OCc1ccccc1F. Product: Fc1ccccc1COc1cccnc1NC(=S)Nc1ccc(Cl)cc1. RXN SMILES: [CH3:27][c:28]1[cH:29][cH:30][cH:31][cH:32][cH:33]1.[CH3:34][CH2:35][O:36][CH2:37][CH3:38].[Cl:17][c:18]1[cH:19][cH:20][c:21]([N:24]=[C:25]=[S:26])[cH:22][cH:23]1.[NH2:1][c:2]1[n:3][cH:4][cH:5][cH:6][c:7]1[O:8][CH2:9][c:10]1[c:11]([F:16])[cH:12][cH:13][cH:14][cH:15]1>>[NH:1]([c:2]1[n:3][cH:4][cH:5][cH:6][c:7]1[O:8][CH2:9][c:10]1[c:11]([F:16])[cH:12][cH:13][cH:14][cH:15]1)[C:25]([NH:24][c:21]1[cH:20][cH:19][c:18]([Cl:17])[cH:23][cH:22]1)=[S:26]. The reactants are CO, Cl, CCOC(=O)C(Cc1ccc(C(F)(F)F)cc1)C(O)c1ccc(F)c(F)c1, [Na+], [OH-]. The product is O=C(O)C(Cc1ccc(C(F)(F)F)cc1)C(O)c1ccc(F)c(F)c1. As a reaction SMILES: [CH3:31][OH:32].[ClH:30].[F:1][c:2]1[cH:3][c:4]([CH:9]([CH:10]([C:11](=[O:12])[O:13][CH2:14][CH3:15])[CH2:16][c:17]2[cH:18][cH:19][c:20]([C:23]([F:24])([F:25])[F:26])[cH:21][cH:22]2)[OH:27])[cH:5][cH:6][c:7]1[F:8].[Na+:29].[OH-:28]>>[F:1][c:2]1[cH:3][c:4]([CH:9]([CH:10]([C:11](=[O:12])[OH:13])[CH2:16][c:17]2[cH:18][cH:19][c:20]([C:23]([F:24])([F:25])[F:26])[cH:21][cH:22]2)[OH:27])[cH:5][cH:6][c:7]1[F:8]. Starting materials: BrCc1cccnc1, Br, O=C([O-])[O-], FC(F)(F)Cc1nc2cc(Cl)c(Cl)cc2[nH]1, [K+], [K+], CN(C)C=O. Yields the product FC(F)(F)Cc1nc2cc(Cl)c(Cl)cc2n1Cc1cccnc1. Reaction SMILES: [Br:24][CH2:25][c:26]1[cH:27][n:28][cH:29][cH:30][cH:31]1.[BrH:23].[C:17](=[O:18])([O-:19])[O-:20].[Cl:1][c:2]1[cH:3][c:4]2[c:5]([nH:6][c:7]([CH2:9][C:10]([F:11])([F:12])[F:13])[n:8]2)[cH:14][c:15]1[Cl:16].[K+:21].[K+:22].[O:32]=[CH:33][N:34]([CH3:35])[CH3:36]>>[Cl:1][c:2]1[cH:3][c:4]2[c:5]([n:6][c:7]([CH2:9][C:10]([F:11])([F:12])[F:13])[n:8]2[CH2:25][c:26]2[cH:27][n:28][cH:29][cH:30][cH:31]2)[cH:14][c:15]1[Cl:16]. The reactants are C(C1=CC=CC=C1)N1CC(OCC1)CNC(=O)C=1C=CC(=C2C1CCO2)NC2=NC=1N([C@@H](C(N(C1C=N2)C)=O)CC)C2CCCC2 (N-[(4-benzylmorpholin-2-yl)methyl]-7-[[(7R)-8-cyclopentyl-7-ethyl-5-methyl-6-oxo-7H-pteridin-2-yl]amino]-2,3-dihydrobenzofuran-4-carboxamide), [H][H] (hydrogen). Reagents/catalysts: [Pd] (palladium/carbon). Run in CO (methanol). Run at time 2 hour. Yields the product C1(CCCC1)N1[C@@H](C(N(C=2C=NC(=NC12)NC=1C=CC(=C2CCOC21)C(=O)NCC2CNCCO2)C)=O)CC (7-[[(7R)-8-cyclopentyl-7-ethyl-5-methyl-6-oxo-7H-pteridin-2-yl]amino]-N-(morpholin-2-ylmethyl)-2,3-dihydrobenzofuran-4-carboxamide). The yield is 101.4%. RXN SMILES: C([N:8]1[CH2:13][CH2:12][O:11][CH:10]([CH2:14][NH:15][C:16]([C:18]2[CH:19]=[CH:20][C:21]([NH:27][C:28]3[N:37]=[CH:36][C:35]4[N:34]([CH3:38])[C:33](=[O:39])[C@@H:32]([CH2:40][CH3:41])[N:31]([CH:42]5[CH2:46][CH2:45][CH2:44][CH2:43]5)[C:30]=4[N:29]=3)=[C:22]3[O:26][CH2:25][CH2:24][C:23]=23)=[O:17])[CH2:9]1)C1C=CC=CC=1.[H][H]>CO.[Pd]>[CH:42]1([N:31]2[C:30]3[N:29]=[C:28]([NH:27][C:21]4[CH:20]=[CH:19][C:18]([C:16]([NH:15][CH2:14][CH:10]5[O:11][CH2:12][CH2:13][NH:8][CH2:9]5)=[O:17])=[C:23]5[C:22]=4[O:26][CH2:25][CH2:24]5)[N:37]=[CH:36][C:35]=3[N:34]([CH3:38])[C:33](=[O:39])[C@H:32]2[CH2:40][CH3:41])[CH2:43][CH2:44][CH2:45][CH2:46]1. Reported procedure: N-[(4-benzylmorpholin-2-yl)methyl]-7-[[(7R)-8-cyclopentyl-7-ethyl-5-methyl-6-oxo-7H-pteridin-2-yl]amino]-2,3-dihydrobenzofuran-4-carboxamide 2e (0.19 g, 0.30 mmol) was dissolved in 30 mL of methanol followed by the addition of palladium/carbon (40 mg, 10%), filled with hydrogen two times. The reaction solution was stirred for 2 hours and filtered. The filtrate was concentrated under reduced pressure to obtain the crude title compound 7-[[(7R)-8-cyclopentyl-7-ethyl-5-methyl-6-oxo-7H-pteridin-2-yl...